This data is from the Open Reaction Database (ORD), a public repository of structured organic reaction records. The task is: describe an organic reaction: reactants, conditions, products, and yield Starting materials: Clc1ccnc2ccccc12, Cl, NCCCOc1cccc(CN2CCCCC2)c1. Yields the product c1cc(CN2CCCCC2)cc(OCCCNc2ccnc3ccccc23)c1. RXN SMILES: [Cl:19][c:20]1[cH:21][cH:22][n:23][c:24]2[cH:25][cH:26][cH:27][cH:28][c:29]12.[ClH:30].[N:1]1([CH2:7][c:8]2[cH:9][c:10]([O:11][CH2:12][CH2:13][CH2:14][NH2:15])[cH:16][cH:17][cH:18]2)[CH2:2][CH2:3][CH2:4][CH2:5][CH2:6]1>>[N:1]1([CH2:7][c:8]2[cH:9][c:10]([O:11][CH2:12][CH2:13][CH2:14][NH:15][c:20]3[cH:21][cH:22][n:23][c:24]4[cH:25][cH:26][cH:27][cH:28][c:29]34)[cH:16][cH:17][cH:18]2)[CH2:2][CH2:3][CH2:4][CH2:5][CH2:6]1.